This data is from the Open Reaction Database (ORD), a public repository of structured organic reaction records. The task is: describe an organic reaction: reactants, conditions, products, and yield Starting materials: α,β-unsaturated carboxylic acid ester, C(C(=C)C)(=O)OC (methyl methacrylate), CC(C#N)(O)C (acetone cyanohydrin), S(O)(O)(=O)=O (sulfuric acid). Product: S(=O)(=O)(O)O.C(C(=C)C)(=O)N (methacrylamide sulfate). RXN SMILES: [C:1]([O:6]C)(=O)[C:2]([CH3:4])=[CH2:3].CC(C)(O)C#[N:11].[S:14](=[O:18])(=[O:17])([OH:16])[OH:15]>>[S:14]([OH:18])([OH:17])(=[O:16])=[O:15].[C:1]([NH2:11])(=[O:6])[C:2]([CH3:4])=[CH2:3] |f:3.4|. Procedure details: Heretofore, an α,β-unsaturated carboxylic acid ester, for example, methyl methacrylate, has been produced by treating acetone cyanohydrin with concentrated sulfuric acid to form methacrylamide sulfate and esterifying it with methanol. Reactants: CO, COc1ccc(C=O)cc1C, Cl, C[N+](=O)[O-], [Na+], [OH-], O. Yields the product COc1ccc(C=C[N+](=O)[O-])cc1C. As a reaction SMILES: [CH3:19][OH:20].[CH3:1][c:2]1[cH:3][c:4]([CH:5]=[O:6])[cH:7][cH:8][c:9]1[O:10][CH3:11].[ClH:18].[N+:12](=[O:13])([O-:14])[CH3:15].[Na+:17].[OH-:16].[OH2:21]>>[CH3:1][c:2]1[cH:3][c:4]([CH:5]=[CH:15][N+:12](=[O:13])[O-:14])[cH:7][cH:8][c:9]1[O:10][CH3:11]. The reactants are O=C(Oc1ccc([N+](=O)[O-])cc1)OC1COC2OCCC12, Cc1nc2ccccc2n1C1CC2CCC(C1)N2CCC1(c2ccccc2)CCNCC1, CC#N, CCN(C(C)C)C(C)C, Cl, Cl. Product: Cc1nc2ccccc2n1C1CC2CCC(C1)N2CCC1(c2ccccc2)CCN(C(=O)OC2COC3OCCC23)CC1. As a reaction SMILES: [C:35]([O:36][CH:37]1[CH2:38][O:39][CH:40]2[O:41][CH2:42][CH2:43][CH:44]12)([O:45][c:47]1[cH:48][cH:49][c:50]([N+:51]([O-:52])=[O:53])[cH:54][cH:55]1)=[O:46].[CH3:3][c:4]1[n:5][c:6]2[c:7]([n:8]1[CH:9]1[CH2:10][CH:11]3[CH2:12][CH2:13][CH:14]([CH2:15]1)[N:16]3[CH2:17][CH2:18][C:19]1([c:25]3[cH:26][cH:27][cH:28][cH:29][cH:30]3)[CH2:20][CH2:21][NH:22][CH2:23][CH2:24]1)[cH:31][cH:32][cH:33][cH:34]2.[CH3:65][C:66]#[N:67].[CH:56]([N:57]([CH2:58][CH3:59])[CH:60]([CH3:61])[CH3:62])([CH3:63])[CH3:64].[ClH:1].[ClH:2]>>[CH3:3][c:4]1[n:5][c:6]2[c:7]([n:8]1[CH:9]1[CH2:10][CH:11]3[CH2:12][CH2:13][CH:14]([CH2:15]1)[N:16]3[CH2:17][CH2:18][C:19]1([c:25]3[cH:26][cH:27][cH:28][cH:29][cH:30]3)[CH2:20][CH2:21][N:22]([C:35]([O:36][CH:37]3[CH2:38][O:39][CH:40]4[O:41][CH2:42][CH2:43][CH:44]34)=[O:45])[CH2:23][CH2:24]1)[cH:31][cH:32][cH:33][cH:34]2. The reactants are O (water), NC1=C(C=CC=C1)C(CC(C)C)=O (1-(2-aminophenyl)-3-methylbutan-1-one), O.NN (hydrazine hydrate), [OH-].[K+] (potassium hydroxide). Solvent: C(C)(=O)OCC (ethyl acetate), C(COCCOCCO)O (triethylene glycol). Reaction conditions: temperature 210 celsius. Yields the product CC(CCC1=C(C=CC=C1)N)C ([2-(3-methylbutyl)-phenyl]amine). Yield: 72.1%. RXN SMILES: [NH2:1][C:2]1[CH:7]=[CH:6][CH:5]=[CH:4][C:3]=1[C:8](=O)[CH2:9][CH:10]([CH3:12])[CH3:11].O.NN.[OH-].[K+].O>C(O)COCCOCCO.C(OCC)(=O)C>[CH3:11][CH:10]([CH3:12])[CH2:9][CH2:8][C:3]1[CH:4]=[CH:5][CH:6]=[CH:7][C:2]=1[NH2:1] |f:1.2,3.4|. Procedure: A solution comprising 8.0 g (0.045 mol) of 1-(2-aminophenyl)-3-methylbutan-1-one (X-1), 6.8 g (0.135 mol) of hydrazine hydrate and 7.6 g (0.135 mol) of potassium hydroxide in 90 ml of triethylene glycol is heated at 210° C. for 6 h. For work-up, water and ethyl acetate are added at room temperature. The organic phase is again washed with water, dried over magnesium sulphate and concentrated under reduced pressure. Purification by column chromatography (cyclohexane/ethyl acetate 3:1) gives 5.3 g ... Reactants: COc1ccc2c(c1)CCC(=O)C2, CC(C)=O, CCO, Cl, [H][H], NC1CCCCC1, O=[Pt]. The product is COc1ccc2c(c1)CCC(NC1CCCCC1)C2, Cl. Reaction SMILES: [CH3:1][O:2][c:3]1[cH:4][c:5]2[c:10]([cH:11][cH:12]1)[CH2:9][C:8](=[O:13])[CH2:7][CH2:6]2.[CH3:24][C:25](=[O:26])[CH3:27].[CH3:30][CH2:31][OH:32].[ClH:23].[H:21][H:22].[NH2:14][CH:15]1[CH2:16][CH2:17][CH2:18][CH2:19][CH2:20]1.[Pt:28]=[O:29]>>[CH3:1][O:2][c:3]1[cH:4][c:5]2[c:10]([cH:11][cH:12]1)[CH2:9][CH:8]([NH:14][CH:15]1[CH2:16][CH2:17][CH2:18][CH2:19][CH2:20]1)[CH2:7][CH2:6]2.[ClH:23].